This data is from the Open Reaction Database (ORD), a public repository of structured organic reaction records. The task is: describe an organic reaction: reactants, conditions, products, and yield Reactants: ClCC1=CC(=NC(=N1)C)O (6-chloromethyl-4-hydroxy-2-methyl-pyrimidine), S(=O)(=O)(OCC)OCC (diethyl sulphate), C([O-])([O-])=O.[K+].[K+] (potassium carbonate). Solvent: CC(=O)C (acetone). Product: C(C)OC1=CC(=NC(=N1)C)CCl (6-ethoxy-4-chloromethyl-2-methyl-pyrimidine). As a reaction SMILES: [Cl:1][CH2:2][C:3]1[N:8]=[C:7]([CH3:9])[N:6]=[C:5]([OH:10])[CH:4]=1.S(OCC)(O[CH2:15][CH3:16])(=O)=O.C(=O)([O-])[O-].[K+].[K+]>CC(C)=O>[CH2:15]([O:10][C:5]1[N:6]=[C:7]([CH3:9])[N:8]=[C:3]([CH2:2][Cl:1])[CH:4]=1)[CH3:16] |f:2.3.4|. Procedure details: 15.8 g (0.1 mol) of 6-chloromethyl-4-hydroxy-2-methyl-pyrimidine, 13 ml (0.1 mol) of diethyl sulphate and 27.6 g (0.2 mol) of potassium carbonate are heated at reflux in 500 ml of acetone for 6 hours. The mixture is then filtered and the filtrate is concentrated to dryness. The residue is taken up in 200 ml of methylene chloride and the methylene chloride solution is washed once with 50 ml of 2N sodium hydroxide and twice with 50 ml of semi-saturated sodium chloride solution, dried over anhydrou... Procedure: 2-chloro-4-nitrobenzoyl chloride Compound 13a1 (7.08 g, 32.2 mmol) and dimethylamine hydrochloride (2.62 g, 32.2 mmol) were combined in THF (50 mL) at 0° C. TEA (8.97 mL, 64.4 mmol) was added and the mixture was heated at reflux for 18 hrs. When the reaction was complete, the mixture was diluted with 1N HCl and extracted with EtOAc. The product was isolated by flash chromatography (30-50% EtOAc/hexane gradient) to provide 2-chloro-N,N-dimethyl-4-nitro-benzamide Compound 13a2 (3.05 g) as a tan so... Solvent: Cl (HCl), C1CCOC1 (THF). RXN SMILES: [Cl:1][C:2]1[CH:10]=[C:9]([N+:11]([O-:13])=[O:12])[CH:8]=[CH:7][C:3]=1[C:4](Cl)=[O:5].Cl.[CH3:15][NH:16][CH3:17]>C1COCC1.Cl>[Cl:1][C:2]1[CH:10]=[C:9]([N+:11]([O-:13])=[O:12])[CH:8]=[CH:7][C:3]=1[C:4]([N:16]([CH3:17])[CH3:15])=[O:5] |f:1.2|. Product: ClC1=C(C(=O)N(C)C)C=CC(=C1)[N+](=O)[O-] (2-chloro-N,N-dimethyl-4-nitro-benzamide), 13a2. The reactants are TEA, Cl.CNC (dimethylamine hydrochloride), ClC1=C(C(=O)Cl)C=CC(=C1)[N+](=O)[O-] (2-chloro-4-nitrobenzoyl chloride), 13a1. Reactants: CI (methyl iodide), C([O-])([O-])=O.[K+].[K+] (potassium carbonate), COC1=C(C=CC=C1)N1SC2=C(CC1=O)C=CC=C2 (2,3-dihydro-2-(2-methoxyphenyl)benzothiazin-3-one). The solvent is CC(=O)C (acetone). The product is CC1C(N(SC2=C1C=CC=C2)C2=C(C=CC=C2)OC)=O (2,3-Dihydro-4-methyl-2-(2-methoxyphenyl)benzothiazin-3-one). As a reaction SMILES: [CH3:1][O:2][C:3]1[CH:8]=[CH:7][CH:6]=[CH:5][C:4]=1[N:9]1[C:14](=[O:15])[CH2:13][C:12]2[CH:16]=[CH:17][CH:18]=[CH:19][C:11]=2[S:10]1.CI.[C:22](=O)([O-])[O-].[K+].[K+]>CC(C)=O>[CH3:22][CH:13]1[C:12]2[CH:16]=[CH:17][CH:18]=[CH:19][C:11]=2[S:10][N:9]([C:4]2[CH:5]=[CH:6][CH:7]=[CH:8][C:3]=2[O:2][CH3:1])[C:14]1=[O:15] |f:2.3.4|. Procedure details: 5.42 g (20 mmol) of 2,3-dihydro-2-(2-methoxyphenyl)benzothiazin-3-one are dissolved in 100 ml of acetone, and 6.9 ml of methyl iodide and 6.5 g of potassium carbonate are added, and the mixture is heated to reflux for 45 hours. After filtration, the filtrate is concentrated. The product crystallizes on trituration with isopropyl ether. Solvent: C(C)O (ethanol). Reaction SMILES: [F:1][C:2]1[CH:7]=[CH:6][C:5]([C:8]2[N:12]=[C:11]([C:13]3[CH:18]=[CH:17][C:16]([F:19])=[CH:15][CH:14]=3)[N:10]([CH2:20][C:21]([N:23]3[CH2:28][CH2:27][N:26]([C:29]4[CH:34]=[C:33](Cl)[N:32]=[CH:31][N:30]=4)[CH2:25][CH2:24]3)=[O:22])[N:9]=2)=[CH:4][CH:3]=1.[CH2:36]([OH:39])[CH2:37][OH:38].C(=O)([O-])[O-].[K+].[K+]>C(O)C>[F:1][C:2]1[CH:7]=[CH:6][C:5]([C:8]2[N:12]=[C:11]([C:13]3[CH:18]=[CH:17][C:16]([F:19])=[CH:15][CH:14]=3)[N:10]([CH2:20][C:21]([N:23]3[CH2:28][CH2:27][N:26]([C:29]4[CH:34]=[C:33]([O:38][CH2:37][CH2:36][OH:39])[N:32]=[CH:31][N:30]=4)[CH2:25][CH2:24]3)=[O:22])[N:9]=2)=[CH:4][CH:3]=1 |f:2.3.4|. Run at temperature 150 celsius, time 30 minute. Starting materials: FC1=CC=C(C=C1)C1=NN(C(=N1)C1=CC=C(C=C1)F)CC(=O)N1CCN(CC1)C1=NC=NC(=C1)Cl (2-(3,5-Bis-(4-fluoro-phenyl)-(1,2,4)triazol-1-yl)-1-(4-(6-chloro-pyrimidin-4-yl)-piperazin-1-yl)-ethanone), C(CO)O (ethane-1,2-diol), C([O-])([O-])=O.[K+].[K+] (potassiumcarbonate). Reported procedure: 50 mg 2-(3,5-Bis-(4-fluoro-phenyl)-(1,2,4)triazol-1-yl)-1-(4-(6-chloro-pyrimidin-4-yl)-piperazin-1-yl)-ethanone and 3 mL ethane-1,2-diol were added to 10 mg potassiumcarbonate in 3 mL ethanol. The reaction was stirred 30 min at 150° C. under microwave conditions. The solvent was removed and the precipate was purified by HPLC to give 29 mg of the desired product. Rt: 1.87 min (method C), (M+H)+: 522 Product: FC1=CC=C(C=C1)C1=NN(C(=N1)C1=CC=C(C=C1)F)CC(=O)N1CCN(CC1)C1=NC=NC(=C1)OCCO (2-(3,5-bis-(4-fluoro-phenyl)-(1,2,4)triazol-1-yl)-1-(4-(6-(2-hydroxy-ethoxy)-pyrimidin-4-yl)-piperazin-1-yl)-ethanone). Starting materials: CCO, CCOC(=O)Cc1nn(Cc2ccc(Br)c(Cl)c2)c(=O)c2ccccc12, [K+], [OH-], O. Yields the product O=C(O)Cc1nn(Cc2ccc(Br)c(Cl)c2)c(=O)c2ccccc12. RXN SMILES: [CH3:30][CH2:31][OH:32].[Cl:1][c:2]1[cH:3][c:4]([CH2:5][n:6]2[c:7](=[O:22])[c:8]3[cH:9][cH:10][cH:11][cH:12][c:13]3[c:14]([CH2:16][C:17](=[O:18])[O:19][CH2:20][CH3:21])[n:15]2)[cH:23][cH:24][c:25]1[Br:26].[K+:28].[OH-:27].[OH2:29]>>[Cl:1][c:2]1[cH:3][c:4]([CH2:5][n:6]2[c:7](=[O:22])[c:8]3[cH:9][cH:10][cH:11][cH:12][c:13]3[c:14]([CH2:16][C:17](=[O:18])[OH:19])[n:15]2)[cH:23][cH:24][c:25]1[Br:26]. Reactants: ClC1=NC=NC2=CC(=CC=C12)F (4-chloro-7-fluoroquinazoline), NC=1C=C2C=NNC2=CC1 (5-amino-1H-indazole). Yields the product Cl.FC1=CC=C2C(=NC=NC2=C1)NC=1C=C2C=NNC2=CC1 (7-fluoro-4-(1H-indazol-5-ylamino)quinazoline hydrochloride). The yield is 70.0%. As a reaction SMILES: [Cl:1][C:2]1[C:11]2[C:6](=[CH:7][C:8]([F:12])=[CH:9][CH:10]=2)[N:5]=[CH:4][N:3]=1.[NH2:13][C:14]1[CH:15]=[C:16]2[C:20](=[CH:21][CH:22]=1)[NH:19][N:18]=[CH:17]2>>[ClH:1].[F:12][C:8]1[CH:7]=[C:6]2[C:11]([C:2]([NH:13][C:14]3[CH:15]=[C:16]4[C:20](=[CH:21][CH:22]=3)[NH:19][N:18]=[CH:17]4)=[N:3][CH:4]=[N:5]2)=[CH:10][CH:9]=1 |f:2.3|. Reported procedure: Using an analogous procedure to that described in Example 5, 4-chloro-7-fluoroquinazoline was reacted with 5-amino-1H-indazole to give 7-fluoro-4-(1H-indazol-5-ylamino)quinazoline hydrochloride in 70% yield, m.p. >300° C.; The reactants are C1CCOC1, CCOC(=O)N=NC(=O)OCC, COC(=O)c1cc(O)ccc1N, CC(C)(C)OC(=O)N1CCC(O)CC1, c1ccc(P(c2ccccc2)c2ccccc2)cc1. Yields the product COC(=O)c1cc(OC2CCN(C(=O)OC(C)(C)C)CC2)ccc1N. As a reaction SMILES: [CH2:58]1[O:59][CH2:60][CH2:61][CH2:62]1.[O:46]=[C:47]([O:48][CH2:49][CH3:50])[N:51]=[N:52][C:53]([O:54][CH2:55][CH3:56])=[O:57].[OH:1][c:2]1[cH:3][c:4]([C:9](=[O:10])[O:11][CH3:12])[c:5]([NH2:8])[cH:6][cH:7]1.[OH:32][CH:33]1[CH2:34][CH2:35][N:36]([C:39](=[O:40])[O:41][C:42]([CH3:43])([CH3:44])[CH3:45])[CH2:37][CH2:38]1.[c:13]1([P:14]([c:15]2[cH:16][cH:17][cH:18][cH:19][cH:20]2)[c:21]2[cH:22][cH:23][cH:24][cH:25][cH:26]2)[cH:27][cH:28][cH:29][cH:30][cH:31]1>>[O:1]([c:2]1[cH:3][c:4]([C:9](=[O:10])[O:11][CH3:12])[c:5]([NH2:8])[cH:6][cH:7]1)[CH:33]1[CH2:34][CH2:35][N:36]([C:39](=[O:40])[O:41][C:42]([CH3:43])([CH3:44])[CH3:45])[CH2:37][CH2:38]1. Starting materials: C(C1=CC=CC=C1)OC=1C=C(C(=NC1)F)C1=NC(=NC(=N1)C)N(CC1=CC=C(C=C1)OC)CC1=CC=C(C=C1)OC (4-(5-(benzyloxy)-2-fluoropyridin-3-yl)-N,N-bis(4-methoxybenzyl)-6-methyl-1,3,5-triazin-2-amine). The reagents and catalysts are [Pd] (palladium on carbon). Solvent: CCOC(=O)C (EtOAc). Run at time 2 hour. Yields the product COC1=CC=C(CN(C2=NC(=NC(=N2)C)C=2C=C(C=NC2F)O)CC2=CC=C(C=C2)OC)C=C1 (5-(4-(Bis(4-Methoxybenzyl)Amino)-6-Methyl-1,3,5-Triazin-2-yl)-6-Fluoropyridin-3-ol). Yield: 74.7%. Reaction SMILES: C([O:8][C:9]1[CH:10]=[C:11]([C:16]2[N:21]=[C:20]([CH3:22])[N:19]=[C:18]([N:23]([CH2:33][C:34]3[CH:39]=[CH:38][C:37]([O:40][CH3:41])=[CH:36][CH:35]=3)[CH2:24][C:25]3[CH:30]=[CH:29][C:28]([O:31][CH3:32])=[CH:27][CH:26]=3)[N:17]=2)[C:12]([F:15])=[N:13][CH:14]=1)C1C=CC=CC=1>CCOC(C)=O.[Pd]>[CH3:41][O:40][C:37]1[CH:36]=[CH:35][C:34]([CH2:33][N:23]([CH2:24][C:25]2[CH:26]=[CH:27][C:28]([O:31][CH3:32])=[CH:29][CH:30]=2)[C:18]2[N:19]=[C:20]([CH3:22])[N:21]=[C:16]([C:11]3[CH:10]=[C:9]([OH:8])[CH:14]=[N:13][C:12]=3[F:15])[N:17]=2)=[CH:39][CH:38]=1. Reported procedure: A solution of 4-(5-(benzyloxy)-2-fluoropyridin-3-yl)-N,N-bis(4-methoxybenzyl)-6-methyl-1,3,5-triazin-2-amine (0.080 g, 0.145 mmol) in EtOAc (8 mL) under N2 gas was treated with 10% palladium on carbon (Aldrich) (7.72 mg, 0.073 mmol). The reaction mixture was purged with N2 and then stirred at rt under H2 for 2 h. The reaction mixture was passed through Celite® (diatomaceous earth). The filtrate was concentrated. The crude product was purified by column chromatography (12 g, 20% to 30% acetone in...